Dataset: the Open Reaction Database (ORD), a public repository of structured organic reaction records. Task: describe an organic reaction: reactants, conditions, products, and yield Starting materials: COC(=O)c1ccc(CBr)c(F)c1, O=C1NCCC(F)(F)CC1NS(=O)(=O)c1ccc(Cl)cc1. The product is COC(=O)c1ccc(CN(C2CC(F)(F)CCNC2=O)S(=O)(=O)c2ccc(Cl)cc2)c(F)c1. As a reaction SMILES: [CH3:22][O:23][C:24]([c:25]1[cH:26][c:27]([F:33])[c:28]([CH2:31][Br:32])[cH:29][cH:30]1)=[O:34].[Cl:1][c:2]1[cH:3][cH:4][c:5]([S:8](=[O:9])(=[O:10])[NH:11][CH:12]2[C:13](=[O:21])[NH:14][CH2:15][CH2:16][C:17]([F:19])([F:20])[CH2:18]2)[cH:6][cH:7]1>>[Cl:1][c:2]1[cH:3][cH:4][c:5]([S:8](=[O:9])(=[O:10])[N:11]([CH:12]2[C:13](=[O:21])[NH:14][CH2:15][CH2:16][C:17]([F:19])([F:20])[CH2:18]2)[CH2:31][c:28]2[c:27]([F:33])[cH:26][c:25]([C:24]([O:23][CH3:22])=[O:34])[cH:30][cH:29]2)[cH:6][cH:7]1. The reactants are B(Br)(Br)Br (Boron tribromide), ClCCl (dichloromethane), O1C=C(C=C1)C(=O)N(N)C(=O)C=1OC=C(C1C1=CC=C(C=C1)OC)C1=CC=C(C=C1)OC (3,4-bis(4-methoxyphenyl)-2-furancarboxylic acid (3-furoyl)hydrazide). Run in O (water). Conditions: temperature 25 celsius, time 8 hour. Product: O1C=C(C=C1)C(=O)N(N)C(=O)C=1OC=C(C1C1=CC=C(C=C1)O)C1=CC=C(C=C1)O (3,4-bis(4-hydroxyphenyl)-2-furancarboxylic acid (3-furoyl)hydrazide). Isolated yield 49.7%. Reaction SMILES: B(Br)(Br)Br.ClCCl.[O:8]1[CH:12]=[CH:11][C:10]([C:13]([N:15]([C:17]([C:19]2[O:20][CH:21]=[C:22]([C:32]3[CH:37]=[CH:36][C:35]([O:38]C)=[CH:34][CH:33]=3)[C:23]=2[C:24]2[CH:29]=[CH:28][C:27]([O:30]C)=[CH:26][CH:25]=2)=[O:18])[NH2:16])=[O:14])=[CH:9]1>O>[O:8]1[CH:12]=[CH:11][C:10]([C:13]([N:15]([C:17]([C:19]2[O:20][CH:21]=[C:22]([C:32]3[CH:37]=[CH:36][C:35]([OH:38])=[CH:34][CH:33]=3)[C:23]=2[C:24]2[CH:25]=[CH:26][C:27]([OH:30])=[CH:28][CH:29]=2)=[O:18])[NH2:16])=[O:14])=[CH:9]1. Procedure details: Boron tribromide (1 M dichloromethane solution: 12.00 ml) was added dropwise to a dichloromethane (5 ml) solution of the compound of Example 84 (0.86 g) at 0° C., and stirred overnight at 25° C. After water was added to the reaction solution, the thus-precipitated crystals were filtered and purified by silica gel column chromatography (eluent: methanol/chloroform=1/9), thereby giving 0.40 g of the desired compound. Melting point: 168-172° C. (Recrystallized from ethyl acetate) Starting materials: [OH-].[Na+] (sodium hydroxide), COC=1C=C(C(=O)OC)C=CC1CN1CCCC1 (Methyl 3-methoxy-4-[(1-pyrrolidinyl)methyl]benzoate), COC=1C=C(C(=O)OC)C=CC1C (methyl 3-methoxy-4-methyl-benzoate), Cl (HCl), N1CCCC1 (pyrrolidine). The solvent is C(C)O (ethanol). Conditions: time 72 hour. Yields the product Cl.COC=1C=C(C(=O)O)C=CC1CN1CCCC1 (3-Methoxy-4-(1-pyrrolidinyl)methylbenzoic Acid Hydrochloride). The yield is 99.0%. RXN SMILES: [CH3:1][O:2][C:3]1[CH:4]=[C:5]([CH:10]=[CH:11][C:12]=1[CH2:13][N:14]1[CH2:18][CH2:17][CH2:16][CH2:15]1)[C:6]([O:8]C)=[O:7].COC1C=C(C=CC=1C)C(OC)=O.N1CCCC1.[OH-].[Na+].[ClH:39]>C(O)C>[ClH:39].[CH3:1][O:2][C:3]1[CH:4]=[C:5]([CH:10]=[CH:11][C:12]=1[CH2:13][N:14]1[CH2:18][CH2:17][CH2:16][CH2:15]1)[C:6]([OH:8])=[O:7] |f:3.4,7.8|. Procedure: Methyl 3-methoxy-4-[(1-pyrrolidinyl)methyl]benzoate (prepared by bromination of methyl 3-methoxy-4-methyl-benzoate by the procedure of Example 1, Part A, followed by treatment with pyrrolidine) (11.56 g, 46.4 mmol), was combined with sodium hydroxide (3.71 g 92.7 mmol, 2.00 eq.) in absolute ethanol (95 mL). After 72 h, the reaction mixture was made acidic to pH 1 by the addition of conc. HCl. The solvent was removed under reduced pressure to give the corresponding acid hydrochloride as a white s... Starting materials: ClCCl, O=C(Cl)c1cccc(CCl)c1, Nc1ccccc1. Yields the product O=C(Nc1ccccc1)c1cccc(CCl)c1. Reaction SMILES: [Cl:19][CH2:20][Cl:21].[Cl:8][CH2:9][c:10]1[cH:11][c:12]([C:13](=[O:14])[Cl:15])[cH:16][cH:17][cH:18]1.[NH2:1][c:2]1[cH:3][cH:4][cH:5][cH:6][cH:7]1>>[NH:1]([c:2]1[cH:3][cH:4][cH:5][cH:6][cH:7]1)[C:13]([c:12]1[cH:11][c:10]([CH2:9][Cl:8])[cH:18][cH:17][cH:16]1)=[O:14].